From a dataset of the Open Reaction Database (ORD), a public repository of structured organic reaction records. describe an organic reaction: reactants, conditions, products, and yield Starting materials: C(CCCCCCCCCCCCCCCCC)N(CCCCCCCCCCCCCCCCCC)CC1=CC=C(C=C1)C#N (1-(dioctadecylamino)methyl-4-cyanobenzene), O (water), C(CCl)Cl (ethylene dichloride), CO (methanol). Run at time 14 hour. The product is C(CCCCCCCCCCCCCCCCC)N(CCCCCCCCCCCCCCCCCC)CC1=CC=C(C=C1)C(=O)OC (1-(dioctadecylamino)methyl-4-carbomethoxy benzene). The yield is 73.6%. Reaction SMILES: [CH2:1]([N:19]([CH2:38][C:39]1[CH:44]=[CH:43][C:42]([C:45]#N)=[CH:41][CH:40]=1)[CH2:20][CH2:21][CH2:22][CH2:23][CH2:24][CH2:25][CH2:26][CH2:27][CH2:28][CH2:29][CH2:30][CH2:31][CH2:32][CH2:33][CH2:34][CH2:35][CH2:36][CH3:37])[CH2:2][CH2:3][CH2:4][CH2:5][CH2:6][CH2:7][CH2:8][CH2:9][CH2:10][CH2:11][CH2:12][CH2:13][CH2:14][CH2:15][CH2:16][CH2:17][CH3:18].C(Cl)CCl.[CH3:51][OH:52].[OH2:53]>>[CH2:1]([N:19]([CH2:38][C:39]1[CH:44]=[CH:43][C:42]([C:45]([O:52][CH3:51])=[O:53])=[CH:41][CH:40]=1)[CH2:20][CH2:21][CH2:22][CH2:23][CH2:24][CH2:25][CH2:26][CH2:27][CH2:28][CH2:29][CH2:30][CH2:31][CH2:32][CH2:33][CH2:34][CH2:35][CH2:36][CH3:37])[CH2:2][CH2:3][CH2:4][CH2:5][CH2:6][CH2:7][CH2:8][CH2:9][CH2:10][CH2:11][CH2:12][CH2:13][CH2:14][CH2:15][CH2:16][CH2:17][CH3:18]. Procedure details: The nitrile (15 g.), ethylene dichloride (200 ml.), methanol (50 ml.) and water (20 ml.) are combined and stirred at room temperature. Hydrogen chloride gas is bubbled into the mixture for three hours after which the yellow solution is refluxed for three hours. Methanol (50 ml.) and water (10 ml.) are added and hydrogen chloride bubbled into the mixture for one hour and refluxing continued for 14 hours. Methanol (10 ml.) and water (2 ml.) are added and hydrogen chloride bubbled in for one hour. ...